Dataset: the Open Reaction Database (ORD), a public repository of structured organic reaction records. Task: describe an organic reaction: reactants, conditions, products, and yield Reactants: CN1CCc2cc(Br)sc2C(c2ccccc2)C1, [Li]CCCC, CSSC, CCCCCC, C1CCOC1. Yields the product CSc1cc2c(s1)C(c1ccccc1)CN(C)CC2. RXN SMILES: [Br:6][c:7]1[cH:8][c:9]2[c:10]([s:23]1)[CH:11]([c:17]1[cH:18][cH:19][cH:20][cH:21][cH:22]1)[CH2:12][N:13]([CH3:16])[CH2:14][CH2:15]2.[CH2:1]([Li:2])[CH2:3][CH2:4][CH3:5].[CH3:24][S:25][S:26][CH3:27].[CH3:28][CH2:29][CH2:30][CH2:31][CH2:32][CH3:33].[O:34]1[CH2:35][CH2:36][CH2:37][CH2:38]1>>[c:7]1([S:25][CH3:24])[cH:8][c:9]2[c:10]([s:23]1)[CH:11]([c:17]1[cH:18][cH:19][cH:20][cH:21][cH:22]1)[CH2:12][N:13]([CH3:16])[CH2:14][CH2:15]2. Reactants: C(C)(=O)CC(C)=O (acetylacetone), [O-]S(=O)(=O)[O-].[Na+].[Na+] (Na2SO4), CN(CC(C)N)C (1-dimethylamino-2-propylamine). Reported procedure: To a solution of 10 g (199.76 mmol) acetylacetone in THF at room temperature loaded with 20 g of Na2SO4 was added 24.49 g (239.71 mmol) 1-dimethylamino-2-propylamine. The slurry was stirred for 16 hours at room temperature and reaction deemed to be complete by GC/MS. All volatiles were evaporated off under vacuum and unreacted acetylacetone and diamine were removed by heating at 60° C. under 100 mTorr vacuum for 2 hours. Yellow residual oil was purified via vacuum transfer heating at 130° C. und... Reaction conditions: time 16 hour. Yields the product CN(CC(C)N=C(CC(C)=O)C)C (4-(1-dimethylamino-2-propylimino)-2-pentanone). Reaction SMILES: [C:1]([CH2:4][C:5](=[O:7])[CH3:6])(=O)[CH3:2].[O-]S([O-])(=O)=O.[Na+].[Na+].[CH3:15][N:16]([CH3:21])[CH2:17][CH:18]([NH2:20])[CH3:19]>C1COCC1>[CH3:15][N:16]([CH3:21])[CH2:17][CH:18]([N:20]=[C:1]([CH3:2])[CH2:4][C:5](=[O:7])[CH3:6])[CH3:19] |f:1.2.3|. Yield: 36.7%. The solvent is C1CCOC1 (THF). Reactants: ClC=1C=C(COC2=CC=[N+](C=C2)[O-])C=CC1 (4-((3-chlorobenzyl)oxy)pyridine 1-oxide), C(C)(=O)OC(C)=O (acetic anhydride). Yields the product ClC=1C=C(COC2=CC(NC=C2)=O)C=CC1 (4-((3-Chlorobenzyl)oxy)pyridin-2(1H)-one). As a reaction SMILES: [Cl:1][C:2]1[CH:3]=[C:4]([CH:14]=[CH:15][CH:16]=1)[CH2:5][O:6][C:7]1[CH:12]=[CH:11][N+:10]([O-])=[CH:9][CH:8]=1.C(OC(=O)C)(=[O:19])C>>[Cl:1][C:2]1[CH:3]=[C:4]([CH:14]=[CH:15][CH:16]=1)[CH2:5][O:6][C:7]1[CH:12]=[CH:11][NH:10][C:9](=[O:19])[CH:8]=1. Procedure details: To 4-((3-chlorobenzyl)oxy)pyridine 1-oxide (2.0 g) was added acetic anhydride (20 ml), and the solution was heated at reflux for 4 h. The reaction mixture was then cooled to room temperature and concentrated in vacuo. The residue was diluted with MeOH/NaOH (1:1, 150 ml) and heated at reflux for 1 h. The reaction mixture was cooled to room temperature and concentrated in vacuo. The residue was diluted with water and extracted with DCM. The combined DCM layer was concentrated in vacuo and the crud... Starting materials: Brc1cnc(Br)s1, O=C([O-])[O-], CN(C)C=O, [K+], [K+], OCCC1(N2CCCC2)CCNCC1, O. Yields the product OCCC1(N2CCCC2)CCN(c2ncc(Br)s2)CC1. RXN SMILES: [Br:15][c:16]1[s:17][c:18]([Br:21])[cH:19][n:20]1.[C:22](=[O:23])([O-:24])[O-:25].[CH3:28][N:29]([CH3:30])[CH:31]=[O:32].[K+:26].[K+:27].[N:1]1([C:6]2([CH2:12][CH2:13][OH:14])[CH2:7][CH2:8][NH:9][CH2:10][CH2:11]2)[CH2:2][CH2:3][CH2:4][CH2:5]1.[OH2:33]>>[N:1]1([C:6]2([CH2:12][CH2:13][OH:14])[CH2:7][CH2:8][N:9]([c:16]3[s:17][c:18]([Br:21])[cH:19][n:20]3)[CH2:10][CH2:11]2)[CH2:2][CH2:3][CH2:4][CH2:5]1. Starting materials: [Br-], O=Cc1cccc(Br)n1, C#C[Mg+], C1CCOC1. The product is C#CC(O)c1cccc(Br)n1. Reaction SMILES: [Br-:10].[Br:1][c:2]1[cH:3][cH:4][cH:5][c:6]([CH:8]=[O:9])[n:7]1.[C:11](#[CH:12])[Mg+:13].[CH2:14]1[O:15][CH2:16][CH2:17][CH2:18]1>>[Br:1][c:2]1[cH:3][cH:4][cH:5][c:6]([CH:8]([OH:9])[C:11]#[CH:12])[n:7]1.